Dataset: the Open Reaction Database (ORD), a public repository of structured organic reaction records. Task: describe an organic reaction: reactants, conditions, products, and yield Reactants: CCCc1[nH]c2cc(C(=O)OCc3ccccc3)ccc2c1C(=O)C(C)C, CN(C)c1ccncc1, CCN(C(C)C)C(C)C, O=C(Cl)c1ccccc1Cl, ClCCl. Yields the product CCCc1c(C(=O)C(C)C)c2ccc(C(=O)OCc3ccccc3)cc2n1C(=O)c1ccccc1Cl. RXN SMILES: [C:1]([CH:2]([CH3:3])[CH3:4])(=[O:5])[c:6]1[c:7]([CH2:25][CH2:26][CH3:27])[nH:8][c:9]2[cH:10][c:11]([C:15](=[O:16])[O:17][CH2:18][c:19]3[cH:20][cH:21][cH:22][cH:23][cH:24]3)[cH:12][cH:13][c:14]12.[CH3:50][N:51]([CH3:52])[c:53]1[cH:54][cH:55][n:56][cH:57][cH:58]1.[CH:28]([N:29]([CH:30]([CH3:31])[CH3:32])[CH2:33][CH3:34])([CH3:35])[CH3:36].[Cl:37][C:38](=[O:39])[c:40]1[cH:41][cH:42][cH:43][cH:44][c:45]1[Cl:46].[Cl:47][CH2:48][Cl:49]>>[C:1]([CH:2]([CH3:3])[CH3:4])(=[O:5])[c:6]1[c:7]([CH2:25][CH2:26][CH3:27])[n:8]([C:38](=[O:39])[c:40]2[cH:41][cH:42][cH:43][cH:44][c:45]2[Cl:46])[c:9]2[cH:10][c:11]([C:15](=[O:16])[O:17][CH2:18][c:19]3[cH:20][cH:21][cH:22][cH:23][cH:24]3)[cH:12][cH:13][c:14]12. Reaction SMILES: [Cl:1][C:2]1[CH:7]=[C:6]([Cl:8])[C:5]([Cl:9])=[CH:4][C:3]=1[S:10]([N:13]([CH2:17][CH2:18]Cl)[CH:14]([CH3:16])[CH3:15])(=[O:12])=[O:11].[F:20][C:21]1[CH:35]=[CH:34][C:24]2[NH:25][C:26]([CH:28]3[CH2:33][CH2:32][NH:31][CH2:30][CH2:29]3)=[N:27][C:23]=2[CH:22]=1>>[Cl:1][C:2]1[CH:7]=[C:6]([Cl:8])[C:5]([Cl:9])=[CH:4][C:3]=1[S:10]([N:13]([CH2:17][CH2:18][N:31]1[CH2:30][CH2:29][CH:28]([C:26]2[NH:25][C:24]3[CH:34]=[CH:35][C:21]([F:20])=[CH:22][C:23]=3[N:27]=2)[CH2:33][CH2:32]1)[CH:14]([CH3:15])[CH3:16])(=[O:11])=[O:12]. Starting materials: ClC1=C(C=C(C(=C1)Cl)Cl)S(=O)(=O)N(C(C)C)CCCl (2,4,5-Trichloro-N-(2-chloroethyl)-N-isopropyl Benzene Sulfonamide), FC1=CC2=C(NC(=N2)C2CCNCC2)C=C1 (4-(5-fluoro-1H-benzimidazol-2-yl)piperidine). Product: ClC1=C(C=C(C(=C1)Cl)Cl)S(=O)(=O)N(C(C)C)CCN1CCC(CC1)C1=NC2=C(N1)C=CC(=C2)F (2,4,5-Trichloro-N-(2-(4-(5-Fluoro-1H-benzimidazol-2-yl)piperidin-1-yl)-ethyl)-N-isopropyl Benzene Sulfonamide). Reported procedure: The title compound was prepared using the procedure described in Example 1 using D7 and 4-(5-fluoro-1H-benzimidazol-2-yl)piperidine (D17). MH+ 547/549/551/553. Reactants: COC(C)(C)C (tert-butyl methyl ether), [OH-].[Li+] (Lithium hydroxide), C(C)OC(\C=C(\CC(C)(C)NC(=O)OC(C)(C)C)/C)=O ((E)-5-tert-Butoxycarbonylamino-3,5-dimethylhex-2-enoic acid ethylester). Run in O (Water), O (water), O1CCOCC1 (1,4-dioxane), S(=O)(=O)(O)[O-].[Na+] (sodium hydrogensulfate). Run at time 12 hour. Product: C(C)(C)(C)OC(=O)NC(C/C(=C/C(=O)O)/C)(C)C ((2E)-5-tert-Butoxycarbonylamino-3,5-dimethylhex-2-enoic acid). The yield is 34.1%. Reaction SMILES: C([O:3][C:4](=[O:20])/[CH:5]=[C:6](\[CH3:19])/[CH2:7][C:8]([NH:11][C:12]([O:14][C:15]([CH3:18])([CH3:17])[CH3:16])=[O:13])([CH3:10])[CH3:9])C.[OH-].[Li+].COC(C)(C)C>O1CCOCC1.O.S([O-])(O)(=O)=O.[Na+]>[C:15]([O:14][C:12]([NH:11][C:8]([CH3:10])([CH3:9])[CH2:7]/[C:6](/[CH3:19])=[CH:5]/[C:4]([OH:20])=[O:3])=[O:13])([CH3:18])([CH3:16])[CH3:17] |f:1.2,6.7|. Procedure details: (E)-5-tert-Butoxycarbonylamino-3,5-dimethylhex-2-enoic acid ethylester (1.95 g; 6.83 mmol) was dissolved in 1,4-dioxane (25 mL) and water (15 mL). Lithium hydroxide (0.18 g; 7.52 mmol) was added and the reaction mixture was stirred for 12 hours at room temperature. Water (150 mL) and tert-butyl methyl ether (150 mL) was added. The aqueous phase was diluted with an aqueous solution of sodium hydrogensulfate (10%) until pH 2,5 and extracted with tert-butyl methylether (3×100 mL). The combined orga... Starting materials: [OH-].[Na+] (Sodium hydroxide), C(C1=CC=CC=C1)NS(=O)(=O)CCCN(CCO[C@@H]1COC2=C(C=3N(C1)C=1C=C(C=CC1C3C3CCCCC3)C(=O)OC)C=CC=C2)C (methyl(7S)-7-{2-[{3-[(benzylamino)sulfonyl]propyl}(methyl)amino]ethoxy}-14-cyclohexyl-7,8-dihydro-6H-indolo[1,2-e][1,5]benzoxazocine-11-carboxylate), [OH-].[Na+] (sodium hydroxide). Run in CO (MeOH). Conditions: temperature 60 celsius. Yields the product C(C1=CC=CC=C1)NS(=O)(=O)CCCN(CCO[C@@H]1COC2=C(C=3N(C1)C=1C=C(C=CC1C3C3CCCCC3)C(=O)O)C=CC=C2)C ((7S)-7-{2-[{3-[(benzylamino)sulfonyl]propyl}(methyl)amino]ethoxy}-14-cyclohexyl-7,8-dihydro-6H-indolo[1,2-e][1,5]benzoxazocine-11-carboxylic acid). As a reaction SMILES: [OH-].[Na+].[CH2:3]([NH:10][S:11]([CH2:14][CH2:15][CH2:16][N:17]([CH3:50])[CH2:18][CH2:19][O:20][C@H:21]1[CH2:28][N:27]2[C:29]3[CH:30]=[C:31]([C:42]([O:44]C)=[O:43])[CH:32]=[CH:33][C:34]=3[C:35]([CH:36]3[CH2:41][CH2:40][CH2:39][CH2:38][CH2:37]3)=[C:26]2[C:25]2[CH:46]=[CH:47][CH:48]=[CH:49][C:24]=2[O:23][CH2:22]1)(=[O:13])=[O:12])[C:4]1[CH:9]=[CH:8][CH:7]=[CH:6][CH:5]=1>CO>[CH2:3]([NH:10][S:11]([CH2:14][CH2:15][CH2:16][N:17]([CH3:50])[CH2:18][CH2:19][O:20][C@H:21]1[CH2:28][N:27]2[C:29]3[CH:30]=[C:31]([C:42]([OH:44])=[O:43])[CH:32]=[CH:33][C:34]=3[C:35]([CH:36]3[CH2:41][CH2:40][CH2:39][CH2:38][CH2:37]3)=[C:26]2[C:25]2[CH:46]=[CH:47][CH:48]=[CH:49][C:24]=2[O:23][CH2:22]1)(=[O:13])=[O:12])[C:4]1[CH:9]=[CH:8][CH:7]=[CH:6][CH:5]=1 |f:0.1|. Reported procedure: Sodium hydroxide (2 N, 6 eq.) was added to a solution of methyl(7S)-7-{2-[{3-[(benzylamino)sulfonyl]propyl}(methyl)amino]ethoxy}-14-cyclohexyl-7,8-dihydro-6H-indolo[1,2-e][1,5]benzoxazocine-11-carboxylate (0.025 M) in MeOH. The reaction was heated at 60° C. for 1 h prior to introducing further sodium hydroxide (2 N, 10 eq.) and continuing heating for 2 h. The mixture was then partitioned between H2O and EtOAc. The combined organics were washed with brine, dried (Na2SO4), filtered and concentrate... Reactants: ice water, FC1=C(C(=C(C(=C1F)C(F)(F)F)F)F)N1N=CC=C1NC(=O)C (1-(2,3,5,6-tetrafluoro-4-trifluoromethylphenyl)-5-methylcarbonylaminopyrazole), [N+](=O)(O)[O-] (nitric acid), C(C)(=O)OC(C)=O (Acetic anhydride). Run in C(C)(=O)O (acetic acid). Product: FC1=C(C(=C(C(=C1F)C(F)(F)F)F)F)N1N=CC(=C1NC(=O)C)[N+](=O)[O-] (1-(2,3,5,6-tetrafluoro-4-trifluoromethyl phenyl)-5-methylcarbonylamino-4-nitropyrazole). Yield: 63.3%. Reaction SMILES: [F:1][C:2]1[C:7]([F:8])=[C:6]([C:9]([F:12])([F:11])[F:10])[C:5]([F:13])=[C:4]([F:14])[C:3]=1[N:15]1[C:19]([NH:20][C:21]([CH3:23])=[O:22])=[CH:18][CH:17]=[N:16]1.C(OC(=O)C)(=O)C.[N+:31]([O-])([OH:33])=[O:32]>C(O)(=O)C>[F:1][C:2]1[C:7]([F:8])=[C:6]([C:9]([F:12])([F:10])[F:11])[C:5]([F:13])=[C:4]([F:14])[C:3]=1[N:15]1[C:19]([NH:20][C:21]([CH3:23])=[O:22])=[C:18]([N+:31]([O-:33])=[O:32])[CH:17]=[N:16]1. Procedure: A stirred solution of 7.86 grams (P.0230 mole) of 1-(2,3,5,6-tetrafluoro-4-trifluoromethylphenyl)-5-methylcarbonylaminopyrazole in 20 mL of glacial acetic acid was cooled in an ice-water bath. Acetic anhydride (2.9 mL, 0.031 mole) was added dropwise, and the mixture was stirred briefly. Concentrated nitric acid (1.05 mL, 0.0245 mole) was added dropwise, and the reaction mixture was allowed to warm to room temperature and was stirred for four hours. The mixture was poured into 60 mL of ice-water ... Reactants: CCC(=O)N1CC2CC(c3ccc(NS(=O)(=O)c4ccc(OC(F)(F)F)cc4)cc3)C2C1, CCCCO, Cl. Product: O=S(=O)(Nc1ccc(C2CC3CNCC32)cc1)c1ccc(OC(F)(F)F)cc1. As a reaction SMILES: [C:1](=[O:2])([CH2:3][CH3:4])[N:5]1[CH2:6][CH:7]2[CH2:8][CH:9]([c:12]3[cH:13][cH:14][c:15]([NH:18][S:19](=[O:20])(=[O:21])[c:22]4[cH:23][cH:24][c:25]([O:28][C:29]([F:30])([F:31])[F:32])[cH:26][cH:27]4)[cH:16][cH:17]3)[CH:10]2[CH2:11]1.[CH2:34]([OH:35])[CH2:36][CH2:37][CH3:38].[ClH:33]>>[NH:5]1[CH2:6][CH:7]2[CH2:8][CH:9]([c:12]3[cH:13][cH:14][c:15]([NH:18][S:19](=[O:20])(=[O:21])[c:22]4[cH:23][cH:24][c:25]([O:28][C:29]([F:30])([F:31])[F:32])[cH:26][cH:27]4)[cH:16][cH:17]3)[CH:10]2[CH2:11]1. The reactants are NC=1C(=NC=C(N1)O)C(=O)N (3-amino-5-hydroxy-2-pyrazinecarboxamide), triethyl orthoacetoxyacetate, C(C)(=O)OC(C)=O (acetic anhydride). The solvent is C(C)O.CN(C=O)C (ethanol N,N-dimethylformamide). The product is C(C)(=O)OCC1=NC2=NC(=CN=C2C(N1)=O)O (2-Acetoxymethyl-7-hydroxy-4(3H)-pteridinone). As a reaction SMILES: [NH2:1][C:2]1[C:3]([C:9]([NH2:11])=[O:10])=[N:4][CH:5]=[C:6]([OH:8])[N:7]=1.[C:12]([O:15][C:16](=O)[CH3:17])(=[O:14])[CH3:13]>C(O)C.CN(C)C=O>[C:12]([O:15][CH2:16][C:17]1[NH:11][C:9](=[O:10])[C:3]2[C:2](=[N:7][C:6]([OH:8])=[CH:5][N:4]=2)[N:1]=1)(=[O:14])[CH3:13] |f:2.3|. Procedure details: Obtained using the procedure described in Example 1, starting with 5.0 g (0.0324 mole) of 3-amino-5-hydroxy-2-pyrazinecarboxamide, 29.5 g (0.134 mole) of triethyl orthoacetoxyacetate and 9.5 ml of acetic anhydride. Refluxing time: 1 hour 45 minutes. Yld: 3.8 g (50%), m.p.>300° C. (ethanol/N,N-dimethylformamide).